Dataset: the Open Reaction Database (ORD), a public repository of structured organic reaction records. Task: describe an organic reaction: reactants, conditions, products, and yield Starting materials: FC1=C(C=CC(=C1)OC)C(CC(=O)O)C#CC (3-(2-Fluoro-4-methoxy-phenyl)hex-4-ynoic acid), B(Br)(Br)Br (boron tribromide). Solvent: C(Cl)Cl (DCM). Run at time 1 hour. Product: FC1=C(C=CC(=C1)O)C(CC(=O)O)C#CC (3-(2-Fluoro-4-hydroxy-phenyl)hex-4-ynoic acid). The yield is 72.3%. As a reaction SMILES: [F:1][C:2]1[CH:7]=[C:6]([O:8]C)[CH:5]=[CH:4][C:3]=1[CH:10]([C:15]#[C:16][CH3:17])[CH2:11][C:12]([OH:14])=[O:13].B(Br)(Br)Br>C(Cl)Cl>[F:1][C:2]1[CH:7]=[C:6]([OH:8])[CH:5]=[CH:4][C:3]=1[CH:10]([C:15]#[C:16][CH3:17])[CH2:11][C:12]([OH:14])=[O:13]. Procedure: 3-(2-Fluoro-4-methoxy-phenyl)hex-4-ynoic acid (0.250 g, 1.12 mmol) is dissolved in DCM (5 mL) and boron tribromide (0.5 mL, 3.7 mmol) is added at −10° C. The mixture is stirred at ambient temperature for 1 hour. The solution is concentrated under reduced pressure, diluted with water, and extracted with EtOAc, dried with a drying agent, and concentrated under reduced pressure to give the title compound as a pale brown liquid (0.180 g, 76%). ESI/MS m/z 212 (M−H)−. The reactants are Cl.Cl.Cl.C(C1=CC=CC=C1)OC(=O)C1(CC1)C(NC1=C(C=C(C=C1)OC1=CC(=NC=C1)NC(=O)N1CCC(CC1)N1CCN(CC1)C)F)=O (1-[2-Fluoro-4-(2-{[4-(4-methylpiperazin-1-yl)piperidine-1-carbonyl]amino}pyridin-4-yloxy)phenylcarbamoyl]cyclopropanecarboxylic acid benzyl ester trihydrochloride). The reagents and catalysts are [Pd] (palladium on carbon). The solvent is O (water), C(C)O (ethanol). Run at time 5 hour. Yields the product Cl.Cl.Cl.FC1=C(C=CC(=C1)OC1=CC(=NC=C1)NC(=O)N1CCC(CC1)N1CCN(CC1)C)NC(=O)C1(CC1)C(=O)O (1-[2-Fluoro-4-(2-{[4-(4-methylpiperazin-1-yl)piperidine-1-carbonyl]amino}pyridin-4-yloxy)phenylcarbamoyl]cyclopropanecarboxylic acid trihydrochloride). The yield is 266.4%. Reaction SMILES: [ClH:1].Cl.Cl.C([O:11][C:12]([C:14]1([C:17](=[O:49])[NH:18][C:19]2[CH:24]=[CH:23][C:22]([O:25][C:26]3[CH:31]=[CH:30][N:29]=[C:28]([NH:32][C:33]([N:35]4[CH2:40][CH2:39][CH:38]([N:41]5[CH2:46][CH2:45][N:44]([CH3:47])[CH2:43][CH2:42]5)[CH2:37][CH2:36]4)=[O:34])[CH:27]=3)=[CH:21][C:20]=2[F:48])[CH2:16][CH2:15]1)=[O:13])C1C=CC=CC=1>O.C(O)C.[Pd]>[ClH:1].[ClH:1].[ClH:1].[F:48][C:20]1[CH:21]=[C:22]([O:25][C:26]2[CH:31]=[CH:30][N:29]=[C:28]([NH:32][C:33]([N:35]3[CH2:40][CH2:39][CH:38]([N:41]4[CH2:42][CH2:43][N:44]([CH3:47])[CH2:45][CH2:46]4)[CH2:37][CH2:36]3)=[O:34])[CH:27]=2)[CH:23]=[CH:24][C:19]=1[NH:18][C:17]([C:14]1([C:12]([OH:13])=[O:11])[CH2:16][CH2:15]1)=[O:49] |f:0.1.2.3,7.8.9.10|. Procedure: 1-[2-Fluoro-4-(2-{[4-(4-methylpiperazin-1-yl)piperidine-1-carbonyl]amino}pyridin-4-yloxy)phenylcarbamoyl]cyclopropanecarboxylic acid benzyl ester trihydrochloride (2 g) was dissolved in a mixed solvent of water (4 ml) and ethanol (8 ml), palladium on carbon (100 mg) was added, and the mixture was stirred at room temperature under a hydrogen atmosphere (ca. 1 atmospheric pressure) for 5 hours and 10 minutes. The reaction mixture was filtered, and the residue was washed with a mixed solvent of wat... Starting materials: C(C)(C)(C)OC(N(C)C)N(C)C (t-Butoxy-bis-dimethylaminomethane), C(C1=CC=CC=C1)(C1=CC=CC=C1)OC(=O)C=1N2C(C(C2SCC1C)NP(=O)(OCC)OCC)=O (2-benzhydryloxycarbonyl-7-diethoxyphosphorylamino-3-methyl-8-oxo-5-thia-1-azabicyclo[4.2.0]oct-2-ene), C(C)(=O)OCC (ethyl acetate). Solvent: CN(C=O)C (N,N-dimethylformamide). Conditions: time 12 minute. Product: C(C1=CC=CC=C1)(C1=CC=CC=C1)OC(=O)C=1N2C(C(C2SCC1C=CN(C)C)NP(=O)(OCC)OCC)=O (2-benzhydryloxycarbonyl-3-(2-dimethylaminovinyl)-7-diethoxyphosphorylamino-8-oxo-5thia-1-azabicyclo[4.2.0]oct-2-ene). RXN SMILES: C(O[CH:6](N(C)C)[N:7]([CH3:9])[CH3:8])(C)(C)C.[CH:13]([O:26][C:27]([C:29]1[N:30]2[CH:33]([S:34][CH2:35][C:36]=1[CH3:37])[CH:32]([NH:38][P:39]([O:44][CH2:45][CH3:46])([O:41][CH2:42][CH3:43])=[O:40])[C:31]2=[O:47])=[O:28])([C:20]1[CH:25]=[CH:24][CH:23]=[CH:22][CH:21]=1)[C:14]1[CH:19]=[CH:18][CH:17]=[CH:16][CH:15]=1.C(OCC)(=O)C>CN(C)C=O>[CH:13]([O:26][C:27]([C:29]1[N:30]2[CH:33]([S:34][CH2:35][C:36]=1[CH:37]=[CH:6][N:7]([CH3:9])[CH3:8])[CH:32]([NH:38][P:39]([O:41][CH2:42][CH3:43])([O:44][CH2:45][CH3:46])=[O:40])[C:31]2=[O:47])=[O:28])([C:14]1[CH:15]=[CH:16][CH:17]=[CH:18][CH:19]=1)[C:20]1[CH:25]=[CH:24][CH:23]=[CH:22][CH:21]=1. Procedure details: t-Butoxy-bis-dimethylaminomethane (6 cc) is added to a solution of 2-benzhydryloxycarbonyl-7-diethoxyphosphorylamino-3-methyl-8-oxo-5-thia-1-azabicyclo[4.2.0]oct-2-ene (10 g) in dry N,N-dimethylformamide (100 cc) at 80° C. After 12 minutes at 80° C., the reaction mixture is poured into ethyl acetate (400 cc) and washed with distilled water (5×250 cc). After drying over magnesium sulphate and evaporation of the solvent under reduced pressure (30 mm Hg; 4 kPa) at 30° C., 2-benzhydryloxycarbonyl-3-... The reactants are C(C)OCC(C(CC1=CC(=CC(=C1)OC)OC)[N+](=O)[O-])(O)COCC (α,α-Diethoxymethyl-β-nitro-3,5-dimethoxybenzenepropanol). Reagents/catalysts: [Ni] (Raney nickel). Yields the product C(C)OCC(C(CC1=CC(=CC(=C1)OC)OC)N)(O)COCC (α,α-Diethoxymethyl-β-amino-3,5-dimethoxybenzenepropanol). Yield: 76.6%. RXN SMILES: [CH2:1]([O:3][CH2:4][C:5]([CH2:22][O:23][CH2:24][CH3:25])([OH:21])[CH:6]([N+:18]([O-])=O)[CH2:7][C:8]1[CH:13]=[C:12]([O:14][CH3:15])[CH:11]=[C:10]([O:16][CH3:17])[CH:9]=1)[CH3:2]>[Ni]>[CH2:24]([O:23][CH2:22][C:5]([CH2:4][O:3][CH2:1][CH3:2])([OH:21])[CH:6]([NH2:18])[CH2:7][C:8]1[CH:9]=[C:10]([O:16][CH3:17])[CH:11]=[C:12]([O:14][CH3:15])[CH:13]=1)[CH3:25]. Reported procedure: α,α-Diethoxymethyl-β-nitro-3,5-dimethoxybenzenepropanol (3.39 g) was hydrogenated in isoproipanol (50 ml) over Raney nickel at atmospheric pressure and room temperature. When hydrogen absorption was complete, the reaction mixture was degased for 15 minutes under vacuum and the catalyst was filtered on celite. The solvent was evaporated under vacuum to yield the title compound as an oil (2.38 g). Starting materials: C1COCCN1, CS(C)=O, O=C(c1ccc(Oc2nccnc2Cl)cc1)c1nc2ccccc2s1. Yields the product O=C(c1ccc(Oc2nccnc2N2CCOCC2)cc1)c1nc2ccccc2s1. RXN SMILES: [CH2:26]1[CH2:27][O:28][CH2:29][CH2:30][NH:31]1.[CH3:32][S:33]([CH3:34])=[O:35].[s:1]1[c:2]([C:10](=[O:11])[c:12]2[cH:13][cH:14][c:15]([O:18][c:19]3[n:20][cH:21][cH:22][n:23][c:24]3[Cl:25])[cH:16][cH:17]2)[n:3][c:4]2[c:5]1[cH:6][cH:7][cH:8][cH:9]2>>[s:1]1[c:2]([C:10](=[O:11])[c:12]2[cH:13][cH:14][c:15]([O:18][c:19]3[n:20][cH:21][cH:22][n:23][c:24]3[N:31]3[CH2:26][CH2:27][O:28][CH2:29][CH2:30]3)[cH:16][cH:17]2)[n:3][c:4]2[c:5]1[cH:6][cH:7][cH:8][cH:9]2. The reactants are S1C=C(C=C1)CCN (2-(3-Thienyl)ethanamine), ClC1=CC=C(C=O)C=C1 (4-chlorobenzaldehyde). Product: ClC1=CC=C(C=C1)C1NCCC2=C1SC=C2 (7-(4-Chloro-phenyl)-4,5,6,7-tetrahydrothieno[2,3-c]pyridine). Reaction SMILES: [S:1]1[CH:5]=[CH:4][C:3]([CH2:6][CH2:7][NH2:8])=[CH:2]1.[Cl:9][C:10]1[CH:17]=[CH:16][C:13]([CH:14]=O)=[CH:12][CH:11]=1>>[Cl:9][C:10]1[CH:17]=[CH:16][C:13]([CH:14]2[C:2]3[S:1][CH:5]=[CH:4][C:3]=3[CH2:6][CH2:7][NH:8]2)=[CH:12][CH:11]=1. Procedure: 2-(3-Thienyl)ethanamine (3.15 g) and 4-chlorobenzaldehyde (3.5 g) were mixed without solvent resulting in dissolution af the crystals of the amine followed by precipitation of slightly yellow crystals. The mixture was left at RT for 4 h. Trifluoroacetic acid (20 ml) was added and the mixture stirred overnight at RT. Reactants: C1OCCC2=C1C1=C(S2)C=CC=C1.C(C)Cl (3,4-dihydro-1H-[1]benzothieno[3,2-c]pyran 1-ethyl chloride), C(C)NCC (diethylamine). Product: C(C)N(CCC1OCCC2=C1C1=C(S2)C=CC=C1)CC (3,4-Dihydro-N,N-diethyl-1H-[1]benzothieno[3,2-c]pyran-1-ethylamine). RXN SMILES: [CH2:1]1[C:6]2[C:7]3[CH:13]=[CH:12][CH:11]=[CH:10][C:8]=3[S:9][C:5]=2[CH2:4][CH2:3][O:2]1.[CH2:14](Cl)[CH3:15].[CH2:17]([NH:19][CH2:20][CH3:21])[CH3:18]>>[CH2:17]([N:19]([CH2:14][CH3:15])[CH2:20][CH2:21][CH:1]1[C:6]2[C:7]3[CH:13]=[CH:12][CH:11]=[CH:10][C:8]=3[S:9][C:5]=2[CH2:4][CH2:3][O:2]1)[CH3:18] |f:0.1|. Procedure details: A mixture of 3,4-dihydro-1H-[1]benzothieno[3,2-c]pyran-1-ethyl chloride (12.0 g), described in Example 30, and diethylamine (80 ml) is heated under reflux for 48 hr. The excess amine is evaporated and the residue is dissolved in 2N HCl and washed with ether. The acidic solution is rendered basic and extracted with ether. These extracts are evaporated to yield the title compound, nmr (DMSO-d6) δ 3.97 and 5.00.